The task is: describe an organic reaction: reactants, conditions, products, and yield. This data is from the Open Reaction Database (ORD), a public repository of structured organic reaction records. Reactants: ClC1=C(C=CC(=C1)C=1C=CC=2N(N1)C(=NN2)COC2=CC=NC1=CC(=CC=C21)OC)[C@H](C(F)(F)F)N[S@@](=O)C(C)(C)C ((S)—N-((R)-1-(2-chloro-4-(3-((7-methoxyquinolin-4-yloxy)methyl)-[1,2,4]triazolo[4,3-b]pyridazin-6-yl)phenyl)-2,2,2-trifluoroethyl)-2-methylpropane-2-sulfinamide), Si Carbonate. The solvent is CO (MeOH), Cl (HCl). Reaction conditions: time 2 hour. Product: ClC1=C(C=CC(=C1)C=1C=CC=2N(N1)C(=NN2)COC2=CC=NC1=CC(=CC=C21)OC)[C@H](C(F)(F)F)N ((R)-1-(2-chloro-4-(3-((7-methoxyquinolin-4-yloxy)methyl)-[1,2,4]triazolo[4,3-b]pyridazin-6-yl)phenyl)-2,2,2-trifluoroethanamine). As a reaction SMILES: [Cl:1][C:2]1[CH:7]=[C:6]([C:8]2[CH:9]=[CH:10][C:11]3[N:12]([C:14]([CH2:17][O:18][C:19]4[C:28]5[C:23](=[CH:24][C:25]([O:29][CH3:30])=[CH:26][CH:27]=5)[N:22]=[CH:21][CH:20]=4)=[N:15][N:16]=3)[N:13]=2)[CH:5]=[CH:4][C:3]=1[C@@H:31]([NH:36][S@](C(C)(C)C)=O)[C:32]([F:35])([F:34])[F:33]>CO.Cl>[Cl:1][C:2]1[CH:7]=[C:6]([C:8]2[CH:9]=[CH:10][C:11]3[N:12]([C:14]([CH2:17][O:18][C:19]4[C:28]5[C:23](=[CH:24][C:25]([O:29][CH3:30])=[CH:26][CH:27]=5)[N:22]=[CH:21][CH:20]=4)=[N:15][N:16]=3)[N:13]=2)[CH:5]=[CH:4][C:3]=1[C@@H:31]([NH2:36])[C:32]([F:33])([F:35])[F:34]. Procedure details: A solution of (S)—N-((R)-1-(2-chloro-4-(3-((7-methoxyquinolin-4-yloxy)methyl)-[1,2,4]triazolo[4,3-b]pyridazin-6-yl)phenyl)-2,2,2-trifluoroethyl)-2-methylpropane-2-sulfinamide (62 mg, 100 μmol) in MeOH (2 mL) and 5M HCl (2 mL) was stirred at 35° C. for 18 h. LCMS suggests full conversion. Solvents removed under reduced pressure and residue dissolved in MeOH (20 mL). Si-Carbonate (1.3 g; 0.9 mmol) added to solution and stirred for 2 h. Filtrated isolated by filtration and reduced to a film under r... The reactants are [Br-], C1CCOC1, CCOC(=O)C(=O)c1ccc(SC)cc1, C1CCOC1, CC(C)(C)CC[PH3+], ClCCl. Yields the product CCOC(=O)C(=CCC(C)(C)C)c1ccc(SC)cc1. Reaction SMILES: [Br-:1].[CH2:12]1[O:13][CH2:14][CH2:15][CH2:16]1.[CH2:17]([CH3:18])[O:19][C:20]([C:21](=[O:22])[c:23]1[cH:24][cH:25][c:26]([S:29][CH3:30])[cH:27][cH:28]1)=[O:31].[CH2:32]1[O:33][CH2:34][CH2:35][CH2:36]1.[CH3:2][C:3]([CH2:4][CH2:5][PH3+:6])([CH3:7])[CH3:8].[Cl:9][CH2:10][Cl:11]>>[CH3:2][C:3]([CH2:4][CH:5]=[C:21]([C:20]([O:19][CH2:17][CH3:18])=[O:31])[c:23]1[cH:24][cH:25][c:26]([S:29][CH3:30])[cH:27][cH:28]1)([CH3:7])[CH3:8]. Starting materials: FC1=CC=C(C=C1)C(O)(C1CCNCC1)C1=CC=C(C=C1)F (α,α-bis(4-fluorophenyl)-4-piperidinemethanol), ClCCC(=O)NC1=CC=CC=C1 (3-chloro-N-phenylpropanamide), C([O-])([O-])=O.[Na+].[Na+] (sodium carbonate), [I-].[K+] (potassium iodide). Solvent: CN(C=O)C (N,N-dimethylformamide), O (water). Yields the product FC1=CC=C(C=C1)C(C1CCN(CC1)CCC(=O)NC1=CC=CC=C1)(O)C1=CC=C(C=C1)F (4-[Bis(4-fluorophenyl)hydroxymethyl]-N-phenyl-1-piperidinepropanamide). The yield is 60.2%. As a reaction SMILES: [F:1][C:2]1[CH:7]=[CH:6][C:5]([C:8]([C:16]2[CH:21]=[CH:20][C:19]([F:22])=[CH:18][CH:17]=2)([CH:10]2[CH2:15][CH2:14][NH:13][CH2:12][CH2:11]2)[OH:9])=[CH:4][CH:3]=1.Cl[CH2:24][CH2:25][C:26]([NH:28][C:29]1[CH:34]=[CH:33][CH:32]=[CH:31][CH:30]=1)=[O:27].C(=O)([O-])[O-].[Na+].[Na+].[I-].[K+]>CN(C)C=O.O>[F:1][C:2]1[CH:7]=[CH:6][C:5]([C:8]([C:16]2[CH:17]=[CH:18][C:19]([F:22])=[CH:20][CH:21]=2)([OH:9])[CH:10]2[CH2:11][CH2:12][N:13]([CH2:24][CH2:25][C:26]([NH:28][C:29]3[CH:34]=[CH:33][CH:32]=[CH:31][CH:30]=3)=[O:27])[CH2:14][CH2:15]2)=[CH:4][CH:3]=1 |f:2.3.4,5.6|. Procedure details: A mixture of 2.0 g (0.007 mole) of α,α-bis(4-fluorophenyl)-4-piperidinemethanol, 2.6 g (0.014 mole) of 3-chloro-N-phenylpropanamide, 8.5 g (0.080 mole) of anhydrous sodium carbonate and 0.3 g (0.002 mole) of potassium iodide in 50 ml of N,N-dimethylformamide was heated on a steam bath for 16 hours. The mixture was poured into 500 ml of water and extracted twice with 250 ml portions of ethyl acetate. The combined extracts were washed with water and brine, dried (MgSO4) and concentrated under redu... The solvent is CCOCC (ether). Product: C(C)OC(C(C)OCCCC)=O ((-)-ethyl-2-butoxypropionate). Procedure details: 31.5 g of ethyl L-(+)-lactate and 107.3 g of 1-iodobutane were mixed into a four-necked flask, and freshly synthesized Ag2O was added in 2 hours. After left standing at room temperature for 15 hours, the mixture was diluted with 200 ml of ether, filtered and then ether was evaporated. The residue was washed with 100 ml of an aqueous 5% KOH, dried over anhydrous Na2SO4 and subjected to vacuum distillation. The fractions at 110° C./54 mmHg were collected to give 23 g of (-)-ethyl-2-butoxypropionat... Starting materials: C([C@@H](O)C)(=O)OCC (ethyl L-(+)-lactate), ICCCC (1-iodobutane). Reaction conditions: time 15 hour. Isolated yield 49.5%. RXN SMILES: [C:1]([O:6][CH2:7][CH3:8])(=[O:5])[C@H:2]([CH3:4])[OH:3].I[CH2:10][CH2:11][CH2:12][CH3:13]>CCOCC>[CH2:7]([O:6][C:1](=[O:5])[CH:2]([O:3][CH2:10][CH2:11][CH2:12][CH3:13])[CH3:4])[CH3:8]. Reactants: NC1=C(C=C(C#N)C=C1)OC (4-amino-3-methoxy-benzonitrile), FC(C(=O)O)(F)F.BrC1=CC=C2C(=C1)NC(C21C(NC(C1C1=C(C(=CC=C1)Cl)F)C(=O)O)CC(C)(C)C)=O (rac-(2′S,3′R,4′S,5′S)-6-bromo-4′-(3-chloro-2-fluoro-phenyl)-2′-(2,2-dimethyl-propyl)-2-oxo-1,2-dihydro-spiro[indole-3,3′-pyrrolidine]-5′-carboxylic acid trifluoroacetic acid), C(C)(C)N(CC)C(C)C (diisopropylethylamine), C1(=CC=CC=C1)P(=O)(C1=CC=CC=C1)Cl (diphenylphosphinic chloride). Product: C(#N)C1=CC(=C(C=C1)NC(=O)C1C(C2(C(N1)CC(C)(C)C)C(NC1=CC(=CC=C12)Br)=O)C1=C(C(=CC=C1)Cl)F)OC (rac-(2′S,3′R,4′S,5′R)-6-bromo-4′-(3-chloro-2-fluoro-phenyl)-2′-(2,2-dimethyl-propyl)-2-oxo-1,2-dihydro-spiro[indole-3,3′-pyrrolidine]-5′-carboxylic acid (4-cyano-2-methoxy-phenyl)-amide), solid. The yield is 36.0%. Reaction SMILES: FC(F)(F)C(O)=O.[Br:8][C:9]1[CH:14]=[C:13]2[NH:15][C:16](=[O:38])[C:17]3([CH:21]([C:22]4[CH:27]=[CH:26][CH:25]=[C:24]([Cl:28])[C:23]=4[F:29])[CH:20]([C:30](O)=[O:31])[NH:19][CH:18]3[CH2:33][C:34]([CH3:37])([CH3:36])[CH3:35])[C:12]2=[CH:11][CH:10]=1.C(N(C(C)C)CC)(C)C.C1(P(Cl)(C2C=CC=CC=2)=O)C=CC=CC=1.[NH2:63][C:64]1[CH:71]=[CH:70][C:67]([C:68]#[N:69])=[CH:66][C:65]=1[O:72][CH3:73]>>[C:68]([C:67]1[CH:70]=[CH:71][C:64]([NH:63][C:30]([CH:20]2[NH:19][CH:18]([CH2:33][C:34]([CH3:37])([CH3:35])[CH3:36])[C:17]3([C:12]4[C:13](=[CH:14][C:9]([Br:8])=[CH:10][CH:11]=4)[NH:15][C:16]3=[O:38])[CH:21]2[C:22]2[CH:27]=[CH:26][CH:25]=[C:24]([Cl:28])[C:23]=2[F:29])=[O:31])=[C:65]([O:72][CH3:73])[CH:66]=1)#[N:69] |f:0.1|. Procedure details: In a manner similar to the method described in Example 5, rac-(2′S,3′R,4′S,5′R)-6-bromo-4′-(3-chloro-2-fluoro-phenyl)-2′-(2,2-dimethyl-propyl)-2-oxo-1,2-dihydro-spiro[indole-3,3′-pyrrolidine]-5′-carboxylic acid trifluoroacetic acid prepared in Example 92 (0.4 g, 0.66 mmol), was reacted with diisopropylethylamine (0.77 g, 5.9 mmol), diphenylphosphinic chloride (0.62 g, 2.6 mmol), then reacted with 4-amino-3-methoxy-benzonitrile prepared in Example 57 (0.29 g, 2.0 mmol) to give rac-(2′S,3′R,4′S,5′... Reaction SMILES: C1(P(C2CCCCC2)C2C=CC=CC=2C2C(C(C)C)=CC(C(C)C)=CC=2C(C)C)CCCCC1.[O:35]1[CH2:40][CH2:39][N:38]([C:41]2[C:46]([NH2:47])=[CH:45][C:44]([N:48]3[CH2:53][CH2:52][O:51][CH2:50][CH2:49]3)=[CH:43][N:42]=2)[CH2:37][CH2:36]1.Cl[C:55]1[C:64]2[C:59](=[CH:60][C:61]([F:66])=[CH:62][C:63]=2[F:65])[N:58]=[C:57]([C:67]2[CH:68]=[N:69][C:70]([N:73]3[CH2:78][CH2:77][CH:76]([CH3:79])[CH2:75][CH2:74]3)=[CH:71][CH:72]=2)[C:56]=1[CH3:80].CC(C)([O-])C.[Na+]>C1(C)C=CC=CC=1.C1C=CC(/C=C/C(/C=C/C2C=CC=CC=2)=O)=CC=1.C1C=CC(/C=C/C(/C=C/C2C=CC=CC=2)=O)=CC=1.C1C=CC(/C=C/C(/C=C/C2C=CC=CC=2)=O)=CC=1.[Pd].[Pd]>[O:35]1[CH2:40][CH2:39][N:38]([C:41]2[C:46]([NH:47][C:55]3[C:64]4[C:59](=[CH:60][C:61]([F:66])=[CH:62][C:63]=4[F:65])[N:58]=[C:57]([C:67]4[CH:68]=[N:69][C:70]([N:73]5[CH2:74][CH2:75][CH:76]([CH3:79])[CH2:77][CH2:78]5)=[CH:71][CH:72]=4)[C:56]=3[CH3:80])=[CH:45][C:44]([N:48]3[CH2:49][CH2:50][O:51][CH2:52][CH2:53]3)=[CH:43][N:42]=2)[CH2:37][CH2:36]1 |f:3.4,6.7.8.9.10|. Procedure: The Buchwald coupled product was prepared according to Procedure S using of dicyclohexyl(2′,4′,6′-triisopropylbiphenyl-2-yl)phosphine (0.024 g, 0.050 mmol), 2,5-dimorpholinopyridin-3-amine (0.098 g, 0.37 mmol), 4-chloro-5,7-difluoro-3-methyl-2-(6-(4-methylpiperidin-1-yl)pyridin-3-yl)quinoline (0.12 g, 0.31 mmol), Pd2dba3 (0.011 g, 0.012 mmol) and sodium tert-butoxide (0.074 g, 0.77 mmol) in toluene (3.1 mL) at 100° C. for 5 h. The crude product was purified by column chromatography on silica gel... Starting materials: C1(CCCCC1)P(C1=C(C=CC=C1)C1=C(C=C(C=C1C(C)C)C(C)C)C(C)C)C1CCCCC1 (dicyclohexyl(2′,4′,6′-triisopropylbiphenyl-2-yl)phosphine), O1CCN(CC1)C1=NC=C(C=C1N)N1CCOCC1 (2,5-dimorpholinopyridin-3-amine), ClC1=C(C(=NC2=CC(=CC(=C12)F)F)C=1C=NC(=CC1)N1CCC(CC1)C)C (4-chloro-5,7-difluoro-3-methyl-2-(6-(4-methylpiperidin-1-yl)pyridin-3-yl)quinoline), CC(C)([O-])C.[Na+] (sodium tert-butoxide). The solvent is C1(=CC=CC=C1)C (toluene). The reagents and catalysts are C=1C=CC(=CC1)/C=C/C(=O)/C=C/C2=CC=CC=C2.C=1C=CC(=CC1)/C=C/C(=O)/C=C/C2=CC=CC=C2.C=1C=CC(=CC1)/C=C/C(=O)/C=C/C2=CC=CC=C2.[Pd].[Pd] (Pd2dba3). Yields the product O1CCN(CC1)C1=NC=C(C=C1NC1=C(C(=NC2=CC(=CC(=C12)F)F)C=1C=NC(=CC1)N1CCC(CC1)C)C)N1CCOCC1 (N-(2,5-dimorpholinopyridin-3-yl)-5,7-difluoro-3-methyl-2-(6-(4-methylpiperidin-1-yl)pyridin-3-yl)quinolin-4-amine).